This data is from the Open Reaction Database (ORD), a public repository of structured organic reaction records. The task is: describe an organic reaction: reactants, conditions, products, and yield The reactants are [Li+], C1CCOC1, [OH-], O, CCOC(=O)c1cccc(-n2cnnn2)c1. Product: O=C(O)c1cccc(-n2cnnn2)c1. As a reaction SMILES: [Li+:17].[O:20]1[CH2:21][CH2:22][CH2:23][CH2:24]1.[OH-:18].[OH2:19].[n:1]1(-[c:6]2[cH:7][c:8]([C:9](=[O:10])[O:11][CH2:12][CH3:13])[cH:14][cH:15][cH:16]2)[n:2][n:3][n:4][cH:5]1>>[n:1]1(-[c:6]2[cH:7][c:8]([C:9](=[O:10])[OH:11])[cH:14][cH:15][cH:16]2)[n:2][n:3][n:4][cH:5]1. Reactants: C1=C(C=CC2=CC=CC=C12)CC=1OC2=C(N1)C=C(C=C2)CCC=O (3-[2-(2-naphthylmethyl)benzoxazol-5-yl]propionaldehyde), C(CO)O (ethylene glycol), P-toluenesulfonic acid monohydrate. The solvent is C1=CC=CC=C1 (benzene). Run at time 3 hour. Yields the product O1C(OCC1)CCC=1C=CC2=C(N=C(O2)CC2=CC3=CC=CC=C3C=C2)C1 (5-[2-(1,3-dioxolan-2-yl)ethyl]-2-(2-naphthylmethyl)benzoxazole). Isolated yield 89.3%. RXN SMILES: [CH:1]1[C:10]2[C:5](=[CH:6][CH:7]=[CH:8][CH:9]=2)[CH:4]=[CH:3][C:2]=1[CH2:11][C:12]1[O:13][C:14]2[CH:20]=[CH:19][C:18]([CH2:21][CH2:22][CH:23]=[O:24])=[CH:17][C:15]=2[N:16]=1.[CH2:25](O)[CH2:26][OH:27]>C1C=CC=CC=1>[O:24]1[CH2:25][CH2:26][O:27][CH:23]1[CH2:22][CH2:21][C:18]1[CH:19]=[CH:20][C:14]2[O:13][C:12]([CH2:11][C:2]3[CH:3]=[CH:4][C:5]4[C:10](=[CH:9][CH:8]=[CH:7][CH:6]=4)[CH:1]=3)=[N:16][C:15]=2[CH:17]=1. Procedure: A mixture of 3-[2-(2-naphthylmethyl)benzoxazol-5-yl]propionaldehyde (2.9 g), ethylene glycol (0.685 g), P-toluenesulfonic acid monohydrate (0.175 g) and benzene (50 ml) was stirred for 3 hours under reflux. The reaction mixture was successively washed with aqueous solution of sodium hydrogencarbonate and water, and dried over magnesium sulfate (MgSO4). The solvent was distilled off, whereby 5-[2-(1,3-dioxolan-2-yl)ethyl]-2-(2-naphthylmethyl)benzoxazole (2.95 g, 89%) was obtained. Recrystallizati... Reactants: ClC=1C(=C(C=CC1)C1NCC(C1(C#N)C1=C(C=C(C=C1)Cl)F)CC(C)(C)C)F (rac-(2S,3S,4S)-2-(3-chloro-2-fluoro-phenyl)-3-(4-chloro-2-fluoro-phenyl)-4-(2,2-dimethyl-propyl)-pyrrolidine-3-carbonitrile), COC(C1=C(C=C(C=C1)CNC(=O)N1C=NC=C1)F)=O (2-Fluoro-4-{[(imidazole-1-carbonyl)-amino]-methyl}-benzoic acid methyl ester). Run in C(Cl)Cl (CH2Cl2). Reaction conditions: time 16 hour. Yields the product COC(C1=C(C=C(C=C1)CNC(=O)N1[C@@H]([C@@]([C@@H](C1)CC(C)(C)C)(C#N)C1=C(C=C(C=C1)Cl)F)C1=C(C(=CC=C1)Cl)F)F)=O (4-({[(2S,3S,4S)-2-(3-Chloro-2-fluoro-phenyl)-3-(4-chloro-2-fluoro-phenyl)-3-cyano-4-(2,2-dimethyl-propyl)-pyrrolidine-1-carbonyl]amino}-methyl)-2-fluoro-benzoic acid methyl ester). Isolated yield 88.7%. As a reaction SMILES: [Cl:1][C:2]1[C:3]([F:28])=[C:4]([CH:8]2[C:12]([C:15]3[CH:20]=[CH:19][C:18]([Cl:21])=[CH:17][C:16]=3[F:22])([C:13]#[N:14])[CH:11]([CH2:23][C:24]([CH3:27])([CH3:26])[CH3:25])[CH2:10][NH:9]2)[CH:5]=[CH:6][CH:7]=1.[CH3:29][O:30][C:31](=[O:48])[C:32]1[CH:37]=[CH:36][C:35]([CH2:38][NH:39][C:40](N2C=CN=C2)=[O:41])=[CH:34][C:33]=1[F:47]>C(Cl)Cl>[CH3:29][O:30][C:31](=[O:48])[C:32]1[CH:37]=[CH:36][C:35]([CH2:38][NH:39][C:40]([N:9]2[CH2:10][C@@H:11]([CH2:23][C:24]([CH3:25])([CH3:27])[CH3:26])[C@@:12]([C:15]3[CH:20]=[CH:19][C:18]([Cl:21])=[CH:17][C:16]=3[F:22])([C:13]#[N:14])[C@H:8]2[C:4]2[CH:5]=[CH:6][CH:7]=[C:2]([Cl:1])[C:3]=2[F:28])=[O:41])=[CH:34][C:33]=1[F:47]. Procedure: A mixture of rac-(2S,3S,4S)-2-(3-chloro-2-fluoro-phenyl)-3-(4-chloro-2-fluoro-phenyl)-4-(2,2-dimethyl-propyl)-pyrrolidine-3-carbonitrile (48.8 mg, 0.115 mmol) and 2-Fluoro-4-{[(imidazole-1-carbonyl)-amino]-methyl}-benzoic acid methyl ester (183.3 mg, 0.764 mmol) in CH2Cl2 (8 mL) was stirred rt for 16 hrs. The reaction mixture was then purified by flash column to give 4-({[(2S,3S,4S)-2-(3-Chloro-2-fluoro-phenyl)-3-(4-chloro-2-fluoro-phenyl)-3-cyano-4-(2,2-dimethyl-propyl)-pyrrolidine-1-carbonyl]a... As a reaction SMILES: [CH3:21][CH2:22][OH:23].[N:1](=[N+:2]=[N-:3])[CH2:4][CH2:5][c:6]1[cH:7][cH:8][c:9]2[c:10]([nH:11][c:12](-[c:14]3[cH:15][cH:16][cH:17][cH:18][cH:19]3)[n:13]2)[cH:20]1>>[NH2:1][CH2:4][CH2:5][c:6]1[cH:7][cH:8][c:9]2[c:10]([nH:11][c:12](-[c:14]3[cH:15][cH:16][cH:17][cH:18][cH:19]3)[n:13]2)[cH:20]1. Product: NCCc1ccc2nc(-c3ccccc3)[nH]c2c1. The reactants are CCO, [N-]=[N+]=NCCc1ccc2nc(-c3ccccc3)[nH]c2c1.